This data is from the Open Reaction Database (ORD), a public repository of structured organic reaction records. The task is: describe an organic reaction: reactants, conditions, products, and yield Starting materials: FC(S(=O)(=O)OC1=CCC(C1C1=CC=C(C=C1)C(C)(C)C)C1=CC=C(C=C1)N1C(=CC=C1C)C)(F)F (5-(4-tert-butylphenyl)-4-(4-(2,5-dimethyl-1H-pyrrol-1-yl)phenyl)cyclopent-1-enyl trifluoromethanesulfonate), CC1(OB(OC1(C)C)C1=CC=C(C=C1)NC(OC(C)(C)C)=O)C (tert-butyl 4-(4,4,5,5-tetramethyl-1,3,2-dioxaborolan-2-yl)phenylcarbamate), C(=O)([O-])[O-].[K+].[K+] (K2CO3), ClCCl (dichloromethane). The reagents and catalysts are C1=CC=C(C=C1)P([C-]2C=CC=C2)C3=CC=CC=C3.C1=CC=C(C=C1)P([C-]2C=CC=C2)C3=CC=CC=C3.Cl[Pd]Cl.[Fe+2] ([1,1′-bis(diphenylphosphino)ferrocene]dichloropalladium(II)). Solvent: O1CCOCC1 (1,4-dioxane), O (water). Product: C(C)(C)(C)C1=CC=C(C=C1)C1C(CC=C1C1=CC=C(C=C1)NC(OC(C)(C)C)=O)C1=CC=C(C=C1)N1C(=CC=C1C)C (tert-butyl 4-(5-(4-tert-butylphenyl)-4-(4-(2,5-dimethyl-1H-pyrrol-1-yl)phenyl)cyclopent-1-enyl)phenylcarbamate). Isolated yield 95.4%. RXN SMILES: FC(F)(F)S(O[C:7]1[CH:11]([C:12]2[CH:17]=[CH:16][C:15]([C:18]([CH3:21])([CH3:20])[CH3:19])=[CH:14][CH:13]=2)[CH:10]([C:22]2[CH:27]=[CH:26][C:25]([N:28]3[C:32]([CH3:33])=[CH:31][CH:30]=[C:29]3[CH3:34])=[CH:24][CH:23]=2)[CH2:9][CH:8]=1)(=O)=O.CC1(C)C(C)(C)OB([C:45]2[CH:50]=[CH:49][C:48]([NH:51][C:52](=[O:58])[O:53][C:54]([CH3:57])([CH3:56])[CH3:55])=[CH:47][CH:46]=2)O1.C([O-])([O-])=O.[K+].[K+].ClCCl>O1CCOCC1.O.C1C=CC(P(C2C=CC=CC=2)[C-]2C=CC=C2)=CC=1.C1C=CC(P(C2C=CC=CC=2)[C-]2C=CC=C2)=CC=1.Cl[Pd]Cl.[Fe+2]>[C:18]([C:15]1[CH:16]=[CH:17][C:12]([CH:11]2[C:7]([C:45]3[CH:46]=[CH:47][C:48]([NH:51][C:52](=[O:58])[O:53][C:54]([CH3:55])([CH3:56])[CH3:57])=[CH:49][CH:50]=3)=[CH:8][CH2:9][CH:10]2[C:22]2[CH:23]=[CH:24][C:25]([N:28]3[C:29]([CH3:34])=[CH:30][CH:31]=[C:32]3[CH3:33])=[CH:26][CH:27]=2)=[CH:13][CH:14]=1)([CH3:21])([CH3:20])[CH3:19] |f:2.3.4,8.9.10.11|. Procedure details: A mixture of Example 7J (373 mg, 0.721 mmol), tert-butyl 4-(4,4,5,5-tetramethyl-1,3,2-dioxaborolan-2-yl)phenylcarbamate (253 mg, 0.793 mmol), K2CO3 (299 mg, 2.162 mmol) and [1,1′-bis(diphenylphosphino)ferrocene]dichloropalladium(II), complex with dichloromethane (58.8 mg, 0.072 mmol) in 1,4-dioxane (4 mL) and water (1 mL) was heated at 100° C. for 16 hours. The mixture was concentrated in vacuo, the residue was purified by column chromatography (on silica gel, eluted with dichloromethane/petrole... Reactants: CCOC(C)=O, [H][H], CC(C)(C)[Si](C)(C)OC1CC(N=[N+]=[N-])CC1CO. Product: CC(C)(C)[Si](C)(C)OC1CC(N)CC1CO. Reaction SMILES: [CH3:19][CH2:20][O:21][C:22]([CH3:23])=[O:24].[H:25][H:26].[N:1](=[N+:2]=[N-:3])[CH:4]1[CH2:5][CH:6]([O:11][Si:12]([CH3:13])([CH3:14])[C:15]([CH3:16])([CH3:17])[CH3:18])[CH:7]([CH2:9][OH:10])[CH2:8]1>>[NH2:1][CH:4]1[CH2:5][CH:6]([O:11][Si:12]([CH3:13])([CH3:14])[C:15]([CH3:16])([CH3:17])[CH3:18])[CH:7]([CH2:9][OH:10])[CH2:8]1. Reactants: C(C)(C)NC(C)C (diisopropylamine), ClC1=NC=C(C(=N1)Cl)F (2,4-dichloro-5-fluoropyrimidine), NCC(C)(O)C (1-amino-2-methylpropan-2-ol). The solvent is C(C)#N (acetonitrile). Reaction conditions: time 18 hour. Yields the product ClC1=NC=C(C(=N1)NCC(C)(O)C)F (1-(2-chloro-5-fluoropyrimidin-4-ylamino)-2-methylpropan-2-ol). As a reaction SMILES: [Cl:1][C:2]1[N:7]=[C:6](Cl)[C:5]([F:9])=[CH:4][N:3]=1.C(NC(C)C)(C)C.[NH2:17][CH2:18][C:19]([CH3:22])([OH:21])[CH3:20]>C(#N)C>[Cl:1][C:2]1[N:7]=[C:6]([NH:17][CH2:18][C:19]([CH3:22])([OH:21])[CH3:20])[C:5]([F:9])=[CH:4][N:3]=1. Procedure details: A solution of 2,4-dichloro-5-fluoropyrimidine (2 g, 11.98 mmol) in acetonitrile (10 mL) was cooled to −40° C., avoiding freezing. To this solution was added diisopropylamine (3.82 mL, 21.88 mmol) followed by 1-amino-2-methylpropan-2-ol (1.5 g, 16.83 mmol). The reaction mixture was removed from the cooling bath, warmed to room temperature and allowed to stir overnight (˜18 hours). Solvents were removed in vacuo and the residue was taken up in a minimum of dichloromethane (˜1.5-2 mL) and diluted w... Reactants: O=C([O-])O, CN(C)C=O, [H-], BrCc1ccc(I)cc1, [Na+], [Na+], CCOC(=O)c1n[nH]c2ncccc2c1=O, O. Yields the product CCOC(=O)c1nn(Cc2ccc(I)cc2)c2ncccc2c1=O. As a reaction SMILES: [C:28](=[O:29])([OH:30])[O-:31].[CH3:33][N:34]([CH3:35])[CH:36]=[O:37].[H-:26].[I:17][c:18]1[cH:19][cH:20][c:21]([CH2:22][Br:23])[cH:24][cH:25]1.[Na+:27].[Na+:32].[O:1]=[c:2]1[c:3]2[c:4]([nH:5][n:6][c:7]1[C:8](=[O:9])[O:10][CH2:11][CH3:12])[n:13][cH:14][cH:15][cH:16]2.[OH2:38]>>[O:1]=[c:2]1[c:3]2[c:4]([n:5]([CH2:22][c:21]3[cH:20][cH:19][c:18]([I:17])[cH:25][cH:24]3)[n:6][c:7]1[C:8](=[O:9])[O:10][CH2:11][CH3:12])[n:13][cH:14][cH:15][cH:16]2. Starting materials: [C-]#N.[Na+] (sodium cyanide), FC1=C(CC=2N(C(=NN2)CO)C)C(=CC=C1)F (5-(2,6-difluorobenzyl)-3-hydroxymethyl-4-methyl-4H-1,2,4-triazole), O (water). The reagents and catalysts are [O-2].[O-2].[Mn+4] (manganese dioxide), [O-2].[O-2].[Mn+4] (manganese dioxide). Run in C1(=CC=CC=C1)C (toluene). Reaction conditions: time 4 hour. The product is FC1=C(CC=2N(C(=NN2)C(=O)N)C)C(=CC=C1)F (5-(2,6-difluorobenzyl)-4-methyl-4H-1,2,4-triazole-3-carboxamide). RXN SMILES: [F:1][C:2]1[CH:16]=[CH:15][CH:14]=[C:13]([F:17])[C:3]=1[CH2:4][C:5]1[N:6]([CH3:12])[C:7]([CH2:10][OH:11])=[N:8][N:9]=1.O.[C-]#[N:20].[Na+]>C1(C)C=CC=CC=1.[O-2].[O-2].[Mn+4]>[F:17][C:13]1[CH:14]=[CH:15][CH:16]=[C:2]([F:1])[C:3]=1[CH2:4][C:5]1[N:6]([CH3:12])[C:7]([C:10]([NH2:20])=[O:11])=[N:8][N:9]=1 |f:2.3,5.6.7|. Procedure details: 1.43 g (6 mmol) of 5-(2,6-difluorobenzyl)-3-hydroxymethyl-4-methyl-4H-1,2,4-triazole and 5.22 g (60 mmol) of manganese dioxide are heated under reflux in 40 ml of toluene for 3 hours using a water separator. The reaction mixture is then cooled and filtered over Hyflo, and the filtrate is concentrated by evaporation. The residue is added to 90 ml of isopropanol saturated with ammonia. At 0°, 1.47 g (30 mmol) of sodium cyanide and 10.44 g (120 mmol) of manganese dioxide are added. The reaction mix... Starting materials: COC(CC1=C(C(=CC=C1)Br)O)=O (methyl(3-bromo-2-hydroxyphenyl)acetate), C(=O)([O-])[O-].[K+].[K+] (K2CO3), CI (MeI). Solvent: CN(C)C=O (DMF), CCOC(=O)C (EtOAc), O (water). Conditions: temperature 50 celsius, time 3 hour. Product: COC(CC1=C(C(=CC=C1)Br)OC)=O (methyl[3-bromo-2-(methyloxy)phenyl]acetate). Reaction SMILES: [CH3:1][O:2][C:3](=[O:13])[CH2:4][C:5]1[CH:10]=[CH:9][CH:8]=[C:7]([Br:11])[C:6]=1[OH:12].[C:14]([O-])([O-])=O.[K+].[K+].CI>CN(C=O)C.CCOC(C)=O.O>[CH3:1][O:2][C:3](=[O:13])[CH2:4][C:5]1[CH:10]=[CH:9][CH:8]=[C:7]([Br:11])[C:6]=1[O:12][CH3:14] |f:1.2.3|. Procedure: To a solution of methyl(3-bromo-2-hydroxyphenyl)acetate (18.7 g, 76.3 mmol) in 200 mL of DMF was added K2CO3 (52.7 g, 382 mmol), MeI (14.0 mL, 229 mmol). The mixture was stirred at 50° C. for 3 hours. The reaction solution was diluted with EtOAc and water. The organic layer was dried over anhydrous sodium sulfate and concentrated. The residue was purified column chromatography to give methyl[3-bromo-2-(methyloxy)phenyl]acetate. Reactants: [Al+3], CCOC(=O)c1ccc(C=Cc2ccc(OC)cc2)cc1, [H-], [H-], [H-], [H-], [Li+], C1CCOC1, O. Yields the product COc1ccc(C=Cc2ccc(CO)cc2)cc1. Reaction SMILES: [Al+3:23].[CH3:1][O:2][c:3]1[cH:4][cH:5][c:6]([CH:7]=[CH:8][c:9]2[cH:10][cH:11][c:12]([C:13](=[O:14])[O:15][CH2:16][CH3:17])[cH:18][cH:19]2)[cH:20][cH:21]1.[H-:22].[H-:25].[H-:26].[H-:27].[Li+:24].[O:29]1[CH2:30][CH2:31][CH2:32][CH2:33]1.[OH2:28]>>[CH3:1][O:2][c:3]1[cH:4][cH:5][c:6]([CH:7]=[CH:8][c:9]2[cH:10][cH:11][c:12]([CH2:13][OH:14])[cH:18][cH:19]2)[cH:20][cH:21]1.